The task is: describe an organic reaction: reactants, conditions, products, and yield. This data is from the Open Reaction Database (ORD), a public repository of structured organic reaction records. The reactants are CCCON=C(C(=O)OC)c1csc(N)n1, O=C(Cl)CCl. As a reaction SMILES: [CH3:1][O:2][C:3]([C:4](=[N:5][O:6][CH2:7][CH2:8][CH3:9])[c:10]1[n:11][c:12]([NH2:15])[s:13][cH:14]1)=[O:16].[Cl:17][CH2:18][C:19](=[O:20])[Cl:21]>>[CH3:1][O:2][C:3]([C:4](=[N:5][O:6][CH2:7][CH2:8][CH3:9])[c:10]1[n:11][c:12]([NH:15][C:19]([CH2:18][Cl:17])=[O:20])[s:13][cH:14]1)=[O:16]. Yields the product CCCON=C(C(=O)OC)c1csc(NC(=O)CCl)n1. The reactants are ClC1=CC(=C(C=C1)C(C)(C1=CC=C(C=C1)F)C1=CNC2=C(C=CC=C12)CSC)F (3-[1-(4-Chloro-2-fluorophenyl)-1-(4-fluorophenyl)ethyl]-7-[(methylsulfanyl)methyl]-1H-indole), ClC1=CC=C(C=C1)C(C1=CNC2=C(C=CC=C12)CS(=O)C)C1=CC=C(C=C1)Cl (3-[Bis(4-chlorophenyl)methyl]-7-[(methylsulfinyl)methyl]-1H-indole). The product is ClC1=CC(=C(C=C1)C(C)(C1=CC=C(C=C1)F)C1=CNC2=C(C=CC=C12)CS(=O)C)F (3-[1-(4-Chloro-2-fluorophenyl)-1-(4-fluorophenyl)ethyl]-7-[(methylsulfinyl)methyl]-1H-indole). As a reaction SMILES: [Cl:1][C:2]1[CH:7]=[CH:6][C:5]([C:8]([C:17]2[C:25]3[C:20](=[C:21]([CH2:26][S:27][CH3:28])[CH:22]=[CH:23][CH:24]=3)[NH:19][CH:18]=2)([C:10]2[CH:15]=[CH:14][C:13]([F:16])=[CH:12][CH:11]=2)[CH3:9])=[C:4]([F:29])[CH:3]=1.ClC1C=CC(C(C2C=CC(Cl)=CC=2)C2C3C(=C(CS(C)=[O:49])C=CC=3)NC=2)=CC=1>>[Cl:1][C:2]1[CH:7]=[CH:6][C:5]([C:8]([C:17]2[C:25]3[C:20](=[C:21]([CH2:26][S:27]([CH3:28])=[O:49])[CH:22]=[CH:23][CH:24]=3)[NH:19][CH:18]=2)([C:10]2[CH:15]=[CH:14][C:13]([F:16])=[CH:12][CH:11]=2)[CH3:9])=[C:4]([F:29])[CH:3]=1. Reported procedure: The title compound was prepared starting from 300 mg (0.70 mmol) of the compound from Example 290 in analogy to the synthesis of the compound from Example 296. 258 mg (83% of theory) of the target compound were obtained as mixture of diastereomers. Reactants: CCO, NN, O, COC(=O)C(c1ccccc1)c1ccccc1. The product is NNC(=O)C(c1ccccc1)c1ccccc1. Reaction SMILES: [CH3:21][CH2:22][OH:23].[NH2:19][NH2:20].[OH2:18].[c:1]1([CH:7]([C:8](=[O:9])[O:10][CH3:11])[c:12]2[cH:13][cH:14][cH:15][cH:16][cH:17]2)[cH:2][cH:3][cH:4][cH:5][cH:6]1>>[c:1]1([CH:7]([C:8](=[O:9])[NH:19][NH2:20])[c:12]2[cH:13][cH:14][cH:15][cH:16][cH:17]2)[cH:2][cH:3][cH:4][cH:5][cH:6]1. Starting materials: O=C1CCC(=O)N1Br, CCOC(C)=O, Cc1cnc2c(NC(=O)c3c(Cl)cccc3Cl)cccc2c1, ClCCl, COC(C)(C)CC(C)(C#N)N=NC(C)(C#N)CC(C)(C)OC. Yields the product Cc1cnc2c(NC(=O)c3c(Cl)cccc3Cl)ccc(Br)c2c1. Reaction SMILES: [Br:23][N:24]1[C:25](=[O:26])[CH2:27][CH2:28][C:29]1=[O:30].[CH3:56][CH2:57][O:58][C:59](=[O:60])[CH3:61].[Cl:1][c:2]1[c:3]([C:4](=[O:5])[NH:6][c:7]2[cH:8][cH:9][cH:10][c:11]3[cH:12][c:13]([CH3:17])[cH:14][n:15][c:16]23)[c:18]([Cl:22])[cH:19][cH:20][cH:21]1.[Cl:53][CH2:54][Cl:55].[N:31]([C:32]([CH3:33])([CH2:34][C:35]([CH3:36])([O:37][CH3:38])[CH3:39])[C:40]#[N:41])=[N:42][C:43]([CH3:44])([CH2:45][C:46]([O:47][CH3:48])([CH3:49])[CH3:50])[C:51]#[N:52]>>[Cl:1][c:2]1[c:3]([C:4](=[O:5])[NH:6][c:7]2[cH:8][cH:9][c:10]([Br:23])[c:11]3[cH:12][c:13]([CH3:17])[cH:14][n:15][c:16]23)[c:18]([Cl:22])[cH:19][cH:20][cH:21]1. Reactants: ClC1=C(OC2CCN(CC2)C(CNC=2C(NN=CC2)=O)=O)C=C(C=C1)C(F)(F)F (4-{2-[4-(2-Chloro-5-trifluoromethyl-phenoxy)-piperidin-1-yl]-2-oxo-ethylamino}-2H-pyridazin-3-one), BrCC#CC (1-bromo-but-2-yne). The product is C(C#CC)N1N=CC=C(C1=O)NCC(=O)N1CCC(CC1)OC1=C(C=CC(=C1)C(F)(F)F)Cl (2-But-2-ynyl-4-{2-[4-(2-chloro-5-trifluoromethyl-phenoxy)-piperidin-1-yl]-2-oxo-ethylamino}-2H-pyridazin-3-one). The yield is 9.0%. As a reaction SMILES: [Cl:1][C:2]1[CH:25]=[CH:24][C:23]([C:26]([F:29])([F:28])[F:27])=[CH:22][C:3]=1[O:4][CH:5]1[CH2:10][CH2:9][N:8]([C:11](=[O:21])[CH2:12][NH:13][C:14]2[C:15](=[O:20])[NH:16][N:17]=[CH:18][CH:19]=2)[CH2:7][CH2:6]1.Br[CH2:31][C:32]#[C:33][CH3:34]>>[CH2:31]([N:16]1[C:15](=[O:20])[C:14]([NH:13][CH2:12][C:11]([N:8]2[CH2:9][CH2:10][CH:5]([O:4][C:3]3[CH:22]=[C:23]([C:26]([F:29])([F:27])[F:28])[CH:24]=[CH:25][C:2]=3[Cl:1])[CH2:6][CH2:7]2)=[O:21])=[CH:19][CH:18]=[N:17]1)[C:32]#[C:33][CH3:34]. Reported procedure: Compound 46 is prepared from intermediate 7b and from 1-bromo-but-2-yne following synthesis method 6 (yield: 9%).